From a dataset of the Open Reaction Database (ORD), a public repository of structured organic reaction records. describe an organic reaction: reactants, conditions, products, and yield The reactants are O=C([O-])[O-], CCO, COc1cc(-n2cnc3cc(-c4ccc(Cl)cc4)sc3c2=O)ccc1O, CCN(CCCl)c1cccc(C)c1, [Cs+], [Cs+], CN(C)C=O, O. The product is CCN(CCOc1ccc(-n2cnc3cc(-c4ccc(Cl)cc4)sc3c2=O)cc1OC)c1cccc(C)c1. RXN SMILES: [C:40](=[O:41])([O-:42])[O-:43].[CH2:46]([OH:47])[CH3:48].[Cl:1][c:2]1[cH:3][cH:4][c:5](-[c:8]2[cH:9][c:10]3[n:11][cH:12][n:13](-[c:18]4[cH:19][c:20]([O:25][CH3:26])[c:21]([OH:24])[cH:22][cH:23]4)[c:14](=[O:17])[c:15]3[s:16]2)[cH:6][cH:7]1.[Cl:27][CH2:28][CH2:29][N:30]([c:31]1[cH:32][c:33]([CH3:37])[cH:34][cH:35][cH:36]1)[CH2:38][CH3:39].[Cs+:44].[Cs+:45].[O:50]=[CH:51][N:52]([CH3:53])[CH3:54].[OH2:49]>>[Cl:1][c:2]1[cH:3][cH:4][c:5](-[c:8]2[cH:9][c:10]3[n:11][cH:12][n:13](-[c:18]4[cH:19][c:20]([O:25][CH3:26])[c:21]([O:24][CH2:28][CH2:29][N:30]([c:31]5[cH:32][c:33]([CH3:37])[cH:34][cH:35][cH:36]5)[CH2:38][CH3:39])[cH:22][cH:23]4)[c:14](=[O:17])[c:15]3[s:16]2)[cH:6][cH:7]1.